From a dataset of the Open Reaction Database (ORD), a public repository of structured organic reaction records. describe an organic reaction: reactants, conditions, products, and yield Starting materials: NC1[C@@H]2N(C(=C(CS2)CSC=2SC(=NN2)CO)C(=O)O)C1=O (7-Amino-3-(5-hydroxymethyl-1,3,4-thiadiazol-2-yl)thiomethyl-3-cephem-4-carboxylic acid), C([O-])(O)=O.[Na+] (sodium bicarbonate), CSCC(=O)O (2-(methylthio)acetic acid). Solvent: O (water), CC(=O)C (acetone), S(=O)(Cl)Cl (thionyl chloride). Run at time 30 minute. Yields the product CCC(=S)NC1[C@@H]2N(C(=C(CS2)CSC=2SC(=NN2)CO)C(=O)O)C1=O (7-methylthio acetamido-3-(5-hydroxymethyl-1,3,4-thiadiazol-2-yl)thiomethyl-3-cephem-4-carboxylic acid). The yield is 88.4%. As a reaction SMILES: [NH2:1][CH:2]1[C:21](=[O:22])[N:4]2[C:5]([C:18]([OH:20])=[O:19])=[C:6]([CH2:9][S:10][C:11]3[S:12][C:13]([CH2:16][OH:17])=[N:14][N:15]=3)[CH2:7][S:8][C@H:3]12.[C:23](=O)(O)[O-].[Na+].C[S:29][CH2:30][C:31](O)=O>O.CC(C)=O.S(Cl)(Cl)=O>[CH3:23][CH2:31][C:30]([NH:1][CH:2]1[C:21](=[O:22])[N:4]2[C:5]([C:18]([OH:20])=[O:19])=[C:6]([CH2:9][S:10][C:11]3[S:12][C:13]([CH2:16][OH:17])=[N:14][N:15]=3)[CH2:7][S:8][C@H:3]12)=[S:29] |f:1.2|. Procedure: 7-Amino-3-(5-hydroxymethyl-1,3,4-thiadiazol-2-yl)thiomethyl-3-cephem-4-carboxylic acid (1.8 g.) was dissolved in a mixture of water (40 ml.), acetone (40 ml.) and sodium bicarbonate (1.26 g.). On the other hand, 2-(methylthio)acetic acid (1.06 g.) was dissolved in a solution (5 ml.) of thionyl chloride. The solution was stirred at room temperature for 30 minutes, and then at 40°-50° C. for 5 minutes. The excess of thionyl chloride was distilled off under reduced pressure. Thus obtained 2-(methyl... Starting materials: C1CCNC1, ClCCl, CC(=O)Nc1cc([N+](=O)[O-])ccc1F, O=C(O)CC(O)(CC(=O)O)C(=O)O. The product is CC(=O)Nc1cc([N+](=O)[O-])ccc1N1CCCC1. RXN SMILES: [CH2:15]1[CH2:16][CH2:17][NH:18][CH2:19]1.[Cl:33][CH2:34][Cl:35].[F:1][c:2]1[c:3]([NH:11][C:12]([CH3:13])=[O:14])[cH:4][c:5]([N+:8](=[O:9])[O-:10])[cH:6][cH:7]1.[OH:20][C:21]([CH2:22][C:23]([C:24](=[O:25])[OH:26])([CH2:27][C:28](=[O:29])[OH:30])[OH:31])=[O:32]>>[c:2]1([N:18]2[CH2:17][CH2:16][CH2:15][CH2:19]2)[c:3]([NH:11][C:12]([CH3:13])=[O:14])[cH:4][c:5]([N+:8](=[O:9])[O-:10])[cH:6][cH:7]1. The reactants are CN, CO, CCCc1csc2c(Cl)nc(Cl)nc12, CN(C)C=O, O. Product: CCCc1csc2c(NC)nc(Cl)nc12. Reaction SMILES: [CH3:15][NH2:16].[CH3:23][OH:24].[Cl:1][c:2]1[n:3][c:4]([Cl:14])[c:5]2[c:6]([n:7]1)[c:8]([CH2:11][CH2:12][CH3:13])[cH:9][s:10]2.[O:18]=[CH:19][N:20]([CH3:21])[CH3:22].[OH2:17]>>[Cl:1][c:2]1[n:3][c:4]([NH:16][CH3:15])[c:5]2[c:6]([n:7]1)[c:8]([CH2:11][CH2:12][CH3:13])[cH:9][s:10]2. Conditions: time 15 hour. Yield: 36.2%. Product: COC=1C=C(C=CC1)CCC1=C(OCCC2N(CCC2)C)C=CC=C1 (2-(2-{2-[2-(3-Methoxyphenyl)ethyl]phenoxy}ethyl)-1-methylpyrrolidine). Solvent: C(Cl)Cl (methylene chloride). As a reaction SMILES: N(C(OCC)=O)=NC(O[CH2:6][CH3:7])=O.[CH3:13][O:14][C:15]1[CH:16]=[C:17]([CH2:21][CH2:22][C:23]2[CH:28]=[CH:27][CH:26]=[CH:25][C:24]=2[OH:29])[CH:18]=[CH:19][CH:20]=1.CC(O)[CH2:32][N:33]1[CH2:37][CH2:36][CH2:35][CH2:34]1.C1(P(C2C=CC=CC=2)C2C=CC=CC=2)C=CC=CC=1>C(Cl)Cl>[CH3:13][O:14][C:15]1[CH:16]=[C:17]([CH2:21][CH2:22][C:23]2[CH:28]=[CH:27][CH:26]=[CH:25][C:24]=2[O:29][CH2:6][CH2:7][CH:37]2[CH2:36][CH2:35][CH2:34][N:33]2[CH3:32])[CH:18]=[CH:19][CH:20]=1. Procedure details: 11.3 g of diethyl azodicarboxylate were added dropwise, whilst ice-cooling and stirring, to a solution of 10.6 g of 2-[2-(3-methoxyphenyl)ethyl]phenol (prepared as described in Preparation 20), 8.4 g of 1-methyl-2-pyrrolidylethanol and 17 g of triphenylphosphine in 200 ml of methylene chloride, and the resulting mixture was stirred at room temperature for 15 hours. At the end of this time, the reaction mixture was concentrated by evaporation under reduced pressure, and the resulting residue was ... Reactants: N(=NC(=O)OCC)C(=O)OCC (diethyl azodicarboxylate), COC=1C=C(C=CC1)CCC1=C(C=CC=C1)O (2-[2-(3-methoxyphenyl)ethyl]phenol), CC(CN1CCCC1)O (1-methyl-2-pyrrolidylethanol), C1(=CC=CC=C1)P(C1=CC=CC=C1)C1=CC=CC=C1 (triphenylphosphine). The reactants are FC1=C(C(=C(C(=C1C#N)F)C#N)F)F (tetrafluoroisophthalonitrile), C(C)#N (acetonitrile), C([O-])(O)=O.[Na+] (sodium bicarbonate). Run in N (ammonia). Conditions: time 1 hour. Yields the product NC1=C(C(=C(C#N)C(=C1F)F)F)C#N (4-Amino-2,5,6-trifluoroisophthalonitrile). The yield is 61.0%. RXN SMILES: [F:1][C:2]1[C:7]([C:8]#[N:9])=[C:6]([F:10])[C:5]([C:11]#[N:12])=[C:4](F)[C:3]=1[F:14].C(=O)(O)[O-].[Na+].C(#[N:22])C>N>[NH2:22][C:4]1[C:3]([F:14])=[C:2]([F:1])[C:7]([C:8]#[N:9])=[C:6]([F:10])[C:5]=1[C:11]#[N:12] |f:1.2|. Procedure details: To a solution of 2.0 g of tetrafluoroisophthalonitrile in 20 ml of acetonitrile, 0.6 ml of 28% aqueous ammonia was dropwise added. After the dropwise addition, the mixture was stirred at room temperature for one hour. An aqueous sodium bicarbonate solution was added to the mixture and the resultant mixture was extracted with chloroform and was washed with an aqueous sodium chloride solution. After drying with sodium sulfate, the chloroform was distilled off to obtain yellow crystal. The resultan... Starting materials: C(C)(CC)[Li] (sec-Butyl lithium), C(C=C)C1=CC(=C(OC2OCCCC2)C=C1)OC (2-(4-Allyl-2-methoxyphenoxy)tetrahydropyran), C(C)(C)OB(OC(C)C)OC(C)C (Triisopropoxy borane). Run in C1CCOC1 (THF). Conditions: time 10 minute. Yields the product C(C=C)C=1C=C(C(=C(C1)B(O)O)O)OC (5-Allyl-2-hydroxy-3-methoxyphenylboronic acid). Isolated yield 41.0%. As a reaction SMILES: [CH2:1]([C:4]1[CH:16]=[CH:15][C:7]([O:8]C2CCCCO2)=[C:6]([O:17][CH3:18])[CH:5]=1)[CH:2]=[CH2:3].C([Li])(CC)C.C([O:27][B:28](OC(C)C)[O:29]C(C)C)(C)C>C1COCC1>[CH2:1]([C:4]1[CH:5]=[C:6]([O:17][CH3:18])[C:7]([OH:8])=[C:15]([B:28]([OH:29])[OH:27])[CH:16]=1)[CH:2]=[CH2:3]. Procedure: 2-(4-Allyl-2-methoxyphenoxy)tetrahydropyran (2.0 g, 8.05 mmol) was dissolved in dry THF (70 ml) and the solution cooled to −78° C. sec-Butyl lithium (1.3M in hexanes, 7.4 ml, 9.62 mmol) was added dropwise with stirring over 10 minutes, the reaction was stirred at −78° C. for 2 hours. Triisopropoxy borane (3.4 ml, 14.6 mmol) was added and stirring continued for 4hours at −78° C. The reaction was quenched with water, acidified to pH 1 with 2N hydrochloric acid and extracted with ether (2×200 ml). ... Reactants: CNC, CN(C)C=O, CCOC(C)=O, C1CCOC1, COC(=O)c1ccc(CCCOS(=O)(=O)c2ccc(C)cc2)cc1. Yields the product COC(=O)c1ccc(CCCN(C)C)cc1. As a reaction SMILES: [CH3:25][NH:26][CH3:27].[CH3:28][N:29]([CH3:30])[CH:31]=[O:32].[CH3:38][CH2:39][O:40][C:41](=[O:42])[CH3:43].[O:33]1[CH2:34][CH2:35][CH2:36][CH2:37]1.[S:1]([O:2][CH2:12][CH2:13][CH2:14][c:15]1[cH:16][cH:17][c:18]([C:19](=[O:20])[O:21][CH3:22])[cH:23][cH:24]1)([c:3]1[cH:4][cH:5][c:6]([CH3:7])[cH:8][cH:9]1)(=[O:10])=[O:11]>>[CH2:12]([CH2:13][CH2:14][c:15]1[cH:16][cH:17][c:18]([C:19](=[O:20])[O:21][CH3:22])[cH:23][cH:24]1)[N:26]([CH3:25])[CH3:27]. Starting materials: C(C=C)OC1=C(C=CC=C1)C1=C(C=CC=C1Cl)Cl (2′-(allyloxy)-2,6-dichloro-1,1′-biphenyl), CN1C(CCC1)=O (1-methyl-2-pyrrolidinone), O (water). Conditions: time 5 day. Yields the product C(C=C)C1=C(C(=CC=C1)C1=C(C=CC=C1Cl)Cl)O (3-allyl-2′,6′-dichloro-1,1′-biphenyl-2-ol). Isolated yield 83.0%. Reaction SMILES: C([O:4][C:5]1[CH:10]=[CH:9][CH:8]=[CH:7][C:6]=1[C:11]1[C:16]([Cl:17])=[CH:15][CH:14]=[CH:13][C:12]=1[Cl:18])C=C.O.CN1C[CH2:24][CH2:23][C:22]1=O>>[CH2:24]([C:10]1[CH:9]=[CH:8][CH:7]=[C:6]([C:11]2[C:12]([Cl:18])=[CH:13][CH:14]=[CH:15][C:16]=2[Cl:17])[C:5]=1[OH:4])[CH:23]=[CH2:22]. Reported procedure: A solution of 2′-(allyloxy)-2,6-dichloro-1,1′-biphenyl (5.7 g, 0.0204 mol) in anhydrous 1-methyl-2-pyrrolidinone (50 mL) was heated to 180° C. for 42 hours then at 190° C. for 5 days. The cooled reaction mixture was poured into water (300 mL), the mixture stirred vigorously for 15 minutes then the resulting oily suspension extracted with ethyl acetate (400 mL). The organic extract was washed with water (300 mL) and saturated brine (300 mL), dried over magnesium sulfate and concentrated under red... The reactants are C(=C)C=1C=CC(=C(C1)NC1CCN(CC1)C1CCOCC1)[N+](=O)[O-] (N-(5-ethenyl-2-nitrophenyl)-1-(tetrahydro-2H-pyran-4-yl)-4-piperidinamine), NH4HCO2, N#N (N2). The reagents and catalysts are [Pd] (Pd—C). Run in CO (methanol). Conditions: time 1.5 hour. The product is NC1=C(C=C(C=C1)CC)NC1CCN(CC1)C1CCOCC1 ((2-amino-5-ethylphenyl)[1-(tetrahydro-2H-pyran-4-yl)-4-piperidinyl]amine). Yield: 66.0%. Reaction SMILES: [CH:1]([C:3]1[CH:4]=[CH:5][C:6]([N+:22]([O-])=O)=[C:7]([NH:9][CH:10]2[CH2:15][CH2:14][N:13]([CH:16]3[CH2:21][CH2:20][O:19][CH2:18][CH2:17]3)[CH2:12][CH2:11]2)[CH:8]=1)=[CH2:2].N#N>CO.[Pd]>[NH2:22][C:6]1[CH:5]=[CH:4][C:3]([CH2:1][CH3:2])=[CH:8][C:7]=1[NH:9][CH:10]1[CH2:11][CH2:12][N:13]([CH:16]2[CH2:17][CH2:18][O:19][CH2:20][CH2:21]2)[CH2:14][CH2:15]1. Procedure: To a mixture of N-(5-ethenyl-2-nitrophenyl)-1-(tetrahydro-2H-pyran-4-yl)-4-piperidinamine D25 (416 mg, 1.26 mmol) and NH4HCO2 (792 mg, 12.6 mmol) in methanol (100 mL) was added, under a positive flow of N2, 10% Pd—C (200 mg, 0.189 mmol). The resulted mixture was stirred under room temperature for 1.5 hours and was then filtered through a celite pad. The filtrate was concentrated in vacuo. The residue was dissolved in dichloromethane (100 mL). The resulting solution was washed with saturated NaCl... Reactants: CCOC(=O)C1CCC(C(=O)N2CCN(C3CCN(C(=O)OC(C)(C)C)CC3)CC2)CC1, ClCCl, [Li+], [OH-]. Product: CC(C)(C)OC(=O)N1CCC(N2CCN(C(=O)C3CCC(C(=O)O)CC3)CC2)CC1. Reaction SMILES: [C:1]([CH3:2])([CH3:3])([CH3:4])[O:5][C:6](=[O:7])[N:8]1[CH2:9][CH2:10][CH:11]([N:14]2[CH2:15][CH2:16][N:17]([C:20](=[O:21])[CH:22]3[CH2:23][CH2:24][CH:25]([C:28](=[O:29])[O:30][CH2:31][CH3:32])[CH2:26][CH2:27]3)[CH2:18][CH2:19]2)[CH2:12][CH2:13]1.[CH2:35]([Cl:36])[Cl:37].[Li+:33].[OH-:34]>>[C:1]([CH3:2])([CH3:3])([CH3:4])[O:5][C:6](=[O:7])[N:8]1[CH2:9][CH2:10][CH:11]([N:14]2[CH2:15][CH2:16][N:17]([C:20](=[O:21])[CH:22]3[CH2:23][CH2:24][CH:25]([C:28](=[O:29])[OH:30])[CH2:26][CH2:27]3)[CH2:18][CH2:19]2)[CH2:12][CH2:13]1.